This data is from the Open Reaction Database (ORD), a public repository of structured organic reaction records. The task is: describe an organic reaction: reactants, conditions, products, and yield Reactants: C([O-])(O)=O.[Na+] (sodium bicarbonate), ClC=1C=C(C(=O)NC2N=C(C3=C(NC2=O)C=CC=C3)C3=CC=CC=C3)C=CC1Cl (3,4-Dichloro-N-(2-oxo-5-phenyl-2,3-dihydro-1H-benzo[e][1,4]diazepin-3-yl)-benzamide), C(C)(=O)O[BH-](OC(C)=O)OC(C)=O.[Na+] (sodium (triacetoxy)borohydride), [N+](=O)([O-])C1=C(C=O)C=CC=C1 (2-nitro-benzaldehyde). Run in ClCCl (dichloromethane), C(C)(=O)O (acetic acid). Conditions: time 18 hour. The product is [N+](=O)([O-])C1=C(CNC2N=C(C3=C(NC2=O)C=CC=C3)C3=CC=CC=C3)C=CC=C1 (3-(2-Nitro-benzylamino)-5-phenyl-1,3-dihydro-benzo[e][1,4]diazepin-2-one). The yield is 72.5%. As a reaction SMILES: ClC1C=C(C=CC=1Cl)C([NH:7][CH:8]1[C:14](=[O:15])[NH:13][C:12]2[CH:16]=[CH:17][CH:18]=[CH:19][C:11]=2[C:10]([C:20]2[CH:25]=[CH:24][CH:23]=[CH:22][CH:21]=2)=[N:9]1)=O.C(O[BH-](OC(=O)C)OC(=O)C)(=O)C.[Na+].[N+:44]([C:47]1[CH:54]=[CH:53][CH:52]=[CH:51][C:48]=1[CH:49]=O)([O-:46])=[O:45].C(=O)(O)[O-].[Na+]>ClCCl.C(O)(=O)C>[N+:44]([C:47]1[CH:54]=[CH:53][CH:52]=[CH:51][C:48]=1[CH2:49][NH:7][CH:8]1[C:14](=[O:15])[NH:13][C:12]2[CH:16]=[CH:17][CH:18]=[CH:19][C:11]=2[C:10]([C:20]2[CH:21]=[CH:22][CH:23]=[CH:24][CH:25]=2)=[N:9]1)([O-:46])=[O:45] |f:1.2,4.5|. Procedure: A solution of Intermediate 3 (50 mg) and sodium (triacetoxy)borohydride (106 mg) in dichloromethane (6 ml) and acetic acid (1 ml) was treated with 2-nitro-benzaldehyde (45 mg). The resulting mixture was stirred under nitrogen for 18 h. Saturated sodium bicarbonate solution was carefully added, and the mixture extracted with dichloromethane. The organic layer was passed through a hydrophobic frit, and evaporated. The residue was then purified on a silica gel SPE cartridge. Gradient elution with 1... Starting materials: ClCC(=O)NC=1C(=CSC1)C(=O)OC (methyl 4-(2-chloroacetamido)-3-thiophenecarboxylate), C([O-])([O-])=O.[K+].[K+] (potassium carbonate), ClC=1C=C(C=CC1Cl)O (3,4-dichlorophenol), O (water). Run in CN(C=O)C (dimethylformamide). Run at temperature 90 celsius, time 8 hour. Yields the product COC(=O)C1=CSC=C1NC(COC1=CC(=C(C=C1)Cl)Cl)=O (4-[2-(3,4-Dichloro-phenoxy)-acetylamino]-thiophene-3-carboxylic acid methyl ester). Isolated yield 70.1%. Reaction SMILES: Cl[CH2:2][C:3]([NH:5][C:6]1[C:7]([C:11]([O:13][CH3:14])=[O:12])=[CH:8][S:9][CH:10]=1)=[O:4].C(=O)([O-])[O-].[K+].[K+].[Cl:21][C:22]1[CH:23]=[C:24]([OH:29])[CH:25]=[CH:26][C:27]=1[Cl:28].O>CN(C)C=O>[CH3:14][O:13][C:11]([C:7]1[C:6]([NH:5][C:3](=[O:4])[CH2:2][O:29][C:24]2[CH:25]=[CH:26][C:27]([Cl:28])=[C:22]([Cl:21])[CH:23]=2)=[CH:10][S:9][CH:8]=1)=[O:12] |f:1.2.3|. Procedure details: To a solution of methyl 4-(2-chloroacetamido)-3-thiophenecarboxylate ([51486-30-7], 100 mg, 0.428 mmol) in dimethylformamide (1.5 mL) was added potassium carbonate (88.7 mg, 0.642 mmol) and 3,4-dichlorophenol (83.7 mg, 0.514 mmol) and the reaction mixture was stirred at 90° C. overnight. After such time water was added. The precipitate was isolated by filtration, washed with water and dried in vacuo to yield the title compound as a white solid (108.1 mg, 70%). Starting materials: CC(Cl)c1cccnc1, OCCSC1CS(=O)(C2=CC([N+]([O-])=O)=CC=C21)=O. Reagents/catalysts: O=C([O-])[O-].[Cs+].[Cs+] (cesium carbonate), [I-].[K+] (potassium iodide). The solvent is CN(C)C=O (DMF), CN(C)C=O (dmf), CN(C)C=O (DMF). Conditions: temperature 70 celsius, time 16 hour. Yields the product O=S(CC7SCCOC(C)C8=CC=CN=C8)(C9=CC([N+]([O-])=O)=CC=C97)=O.